Dataset: the Open Reaction Database (ORD), a public repository of structured organic reaction records. Task: describe an organic reaction: reactants, conditions, products, and yield The reactants are B, CCON=Cc1cc(C(=O)NOCCO)c(Nc2ccc(I)cc2F)c(F)c1F, O=C(O)C(Cl)Cl, c1ccncc1. The product is CCONCc1cc(C(=O)NOCCO)c(Nc2ccc(I)cc2F)c(F)c1F. As a reaction SMILES: [BH3:36].[CH2:1]([CH3:2])[O:3][N:4]=[CH:5][c:6]1[c:7]([F:29])[c:8]([F:28])[c:9]([NH:19][c:20]2[c:21]([F:27])[cH:22][c:23]([I:26])[cH:24][cH:25]2)[c:10]([C:11](=[O:12])[NH:13][O:14][CH2:15][CH2:16][OH:17])[cH:18]1.[OH:37][C:38]([CH:39]([Cl:40])[Cl:41])=[O:42].[n:30]1[cH:31][cH:32][cH:33][cH:34][cH:35]1>>[CH2:1]([CH3:2])[O:3][NH:4][CH2:5][c:6]1[c:7]([F:29])[c:8]([F:28])[c:9]([NH:19][c:20]2[c:21]([F:27])[cH:22][c:23]([I:26])[cH:24][cH:25]2)[c:10]([C:11](=[O:12])[NH:13][O:14][CH2:15][CH2:16][OH:17])[cH:18]1. Starting materials: Cc1ccccc1, CC(C)N, CCOC(=O)CCl. The product is CCOC(=O)CNC(C)C. As a reaction SMILES: [CH3:12][c:13]1[cH:14][cH:15][cH:16][cH:17][cH:18]1.[CH3:1][CH:2]([CH3:3])[NH2:4].[Cl:5][CH2:6][C:7](=[O:8])[O:9][CH2:10][CH3:11]>>[CH3:1][CH:2]([CH3:3])[NH:4][CH2:6][C:7](=[O:8])[O:9][CH2:10][CH3:11]. Reaction SMILES: [Cl:1][c:2]1[cH:3][c:4]([F:25])[c:5]([CH:8]([CH2:9][CH2:10][OH:11])[c:12]2[cH:13][nH:14][c:15]3[c:16]([CH2:22][S:23][CH3:24])[cH:17][c:18]([F:21])[cH:19][c:20]23)[cH:6][cH:7]1.[Cl:37][CH2:38][Cl:39].[OH:26][O:27][C:28]([c:29]1[cH:30][c:31]([Cl:32])[cH:33][cH:34][cH:35]1)=[O:36]>>[Cl:1][c:2]1[cH:3][c:4]([F:25])[c:5]([CH:8]([CH2:9][CH2:10][OH:11])[c:12]2[cH:13][nH:14][c:15]3[c:16]([CH2:22][S:23]([CH3:24])=[O:26])[cH:17][c:18]([F:21])[cH:19][c:20]23)[cH:6][cH:7]1. The reactants are CSCc1cc(F)cc2c(C(CCO)c3ccc(Cl)cc3F)c[nH]c12, ClCCl, O=C(OO)c1cccc(Cl)c1. The product is CS(=O)Cc1cc(F)cc2c(C(CCO)c3ccc(Cl)cc3F)c[nH]c12. Reactants: BrC=1C=CC(=NC1)CO ((5-Bromo-pyridin-2-yl)-methanol), [C-]#N.[Na+] (NaCN). The reagents and catalysts are C=1C=CC(=CC1)[P](C=2C=CC=CC2)(C=3C=CC=CC3)[Pd]([P](C=4C=CC=CC4)(C=5C=CC=CC5)C=6C=CC=CC6)([P](C=7C=CC=CC7)(C=8C=CC=CC8)C=9C=CC=CC9)[P](C=1C=CC=CC1)(C=1C=CC=CC1)C=1C=CC=CC1 (Pd(PPh3)4), [Cu]I (CuI). Solvent: C(C)C#N (EtCN). Conditions: temperature 110 celsius. Yields the product C(#N)C=1C=CC(=NC1)CO ((5-cyano-pyridin-2-yl)-methanol). Yield: 47.8%. RXN SMILES: Br[C:2]1[CH:3]=[CH:4][C:5]([CH2:8][OH:9])=[N:6][CH:7]=1.[C-:10]#[N:11].[Na+]>C(C#N)C.C1C=CC([P]([Pd]([P](C2C=CC=CC=2)(C2C=CC=CC=2)C2C=CC=CC=2)([P](C2C=CC=CC=2)(C2C=CC=CC=2)C2C=CC=CC=2)[P](C2C=CC=CC=2)(C2C=CC=CC=2)C2C=CC=CC=2)(C2C=CC=CC=2)C2C=CC=CC=2)=CC=1.[Cu]I>[C:10]([C:2]1[CH:3]=[CH:4][C:5]([CH2:8][OH:9])=[N:6][CH:7]=1)#[N:11] |f:1.2,^1:20,22,41,60|. Procedure: (5-Bromo-pyridin-2-yl)-methanol (1.0 g), NaCN (521 mg), Pd(PPh3)4 (612 mg), and CuI (200 mg) were taken up in degassed EtCN and heated at 110° C. (4 h). The solution was partitioned between EtOAc and 10% NH4OH(aq.). The aqueous layer was extracted with EtOAc. The combined organic layers were washed with brine and dried (MgSO4). Filtration and concentration gave a yellow solid. Purification via flash chromatography (1/2 hexanes/EtOAc, SiO2) gave 341 mg (48%) of (5-cyano-pyridin-2-yl)-methanol as ... As a reaction SMILES: [Br:1][c:2]1[cH:3][c:4]([Cl:9])[c:5]([F:8])[cH:6][cH:7]1.[C:11](=[O:12])([O:13][C:14]([CH3:15])([CH3:16])[CH3:17])[N:18]1[CH2:19][C:20](=[O:23])[CH2:21][CH2:22]1.[Mg:10].[O:24]1[CH2:25][CH2:26][CH2:27][CH2:28]1>>[c:2]1([C:20]2([OH:23])[CH2:19][N:18]([C:11](=[O:12])[O:13][C:14]([CH3:15])([CH3:16])[CH3:17])[CH2:22][CH2:21]2)[cH:3][c:4]([Cl:9])[c:5]([F:8])[cH:6][cH:7]1. Product: CC(C)(C)OC(=O)N1CCC(O)(c2ccc(F)c(Cl)c2)C1. Starting materials: Fc1ccc(Br)cc1Cl, CC(C)(C)OC(=O)N1CCC(=O)C1, [Mg], C1CCOC1. Starting materials: BrC1=NC=CC=C1 (2-bromopyridine), BrC=1C=C(C=CC1)O (3-bromophenol), C([O-])([O-])=O.[K+].[K+] (potassium carbonate), [OH-].[Na+] (sodium hydroxide). Reaction conditions: temperature 200 celsius, time 3 hour. Yields the product BrC=1C=C(C=CC1)C1=NC=CC=C1 (2-(3-bromophenyl)pyridine). Yield: 78.4%. As a reaction SMILES: Br[C:2]1[CH:7]=[CH:6][CH:5]=[CH:4][N:3]=1.[Br:8][C:9]1[CH:10]=[C:11](O)[CH:12]=[CH:13][CH:14]=1.C(=O)([O-])[O-].[K+].[K+].[OH-].[Na+]>>[Br:8][C:9]1[CH:14]=[C:13]([C:2]2[CH:7]=[CH:6][CH:5]=[CH:4][N:3]=2)[CH:12]=[CH:11][CH:10]=1 |f:2.3.4,5.6|. Reported procedure: A mixture of 2-bromopyridine (2.5 g, 15.8 mmol), 3-bromophenol (5.5 g, 31.6 mmol) and potassium carbonate (2.2 g, 15.8 mmol) was stirred at 200° C. for 3 hours. After the reaction mixture was allowed to cool, to which was then added an aqueous 1 mol/L sodium hydroxide solution, the mixture was extracted with dichloromethane, the solvent was distilled off, and the residue was purified by silica gel column chromatography and recrystallization, thereby obtaining 2.9 g of desired compound as white c... Starting materials: CC(C)(C)[Si](C)(C)Cl, [Na+], CN(C)C=O, Oc1ccc2[nH]ccc2c1, O=C([O-])O, c1c[nH]cn1. Yields the product CC(C)(C)[Si](C)(C)Oc1ccc2[nH]ccc2c1. Reaction SMILES: [C:16]([CH3:17])([CH3:18])([CH3:19])[Si:20]([CH3:21])([CH3:22])[Cl:23].[Na+:24].[O:29]=[CH:30][N:31]([CH3:32])[CH3:33].[OH:1][c:2]1[cH:3][c:4]2[cH:5][cH:6][nH:7][c:8]2[cH:9][cH:10]1.[OH:25][C:26](=[O:27])[O-:28].[nH:11]1[cH:12][cH:13][n:14][cH:15]1>>[O:1]([c:2]1[cH:3][c:4]2[cH:5][cH:6][nH:7][c:8]2[cH:9][cH:10]1)[Si:20]([C:16]([CH3:17])([CH3:18])[CH3:19])([CH3:21])[CH3:22].